This data is from the Open Reaction Database (ORD), a public repository of structured organic reaction records. The task is: describe an organic reaction: reactants, conditions, products, and yield The reactants are ice water, OC1=CC=C(C=C1)C1=NC2=CC=C(C=C2C(N1)=O)OC (2-(4-hydroxy-phenyl)-6-methoxy-3,4-dihydro-quinazolin-4-one), BrCCCCl (1-bromo-3-chloropropane), C([O-])([O-])=O.[K+].[K+] (potassium carbonate). The solvent is S1(=O)(=O)CCCC1 (sulfolane). Product: ClCCCOC1=CC=C(C=C1)C1=NC2=C(C=CC=C2C(N1)=O)OC (2-[4-(3-Chloro-propoxy)-phenyl]-8-methoxy-3,4-dihydro-quinazolin-4-one). Reaction SMILES: [OH:1][C:2]1[CH:7]=[CH:6][C:5]([C:8]2[NH:17][C:16](=[O:18])[C:15]3[C:10](=[CH:11][CH:12]=[C:13](OC)[CH:14]=3)[N:9]=2)=[CH:4][CH:3]=1.[C:21](=[O:24])([O-])[O-].[K+].[K+].Br[CH2:28][CH2:29][CH2:30][Cl:31]>S1(CCCC1)(=O)=O>[Cl:31][CH2:30][CH2:29][CH2:28][O:1][C:2]1[CH:3]=[CH:4][C:5]([C:8]2[NH:17][C:16](=[O:18])[C:15]3[C:10](=[C:11]([O:24][CH3:21])[CH:12]=[CH:13][CH:14]=3)[N:9]=2)=[CH:6][CH:7]=1 |f:1.2.3|. Procedure: 2.7 gm (10 mmols) of 2-(4-hydroxy-phenyl)-6-methoxy-3,4-dihydro-quinazolin-4-one were dissolved in 30 ml of sulfolane, and the solution was mixed with 1.5 gm (10 mmols+10%) of potassium carbonate. The resulting clear solution was admixed with 2.7 ml of 1-bromo-3-chloropropane, and the reaction mixture was stirred until the reaction was complete. After pouring it into ice water, the aqueous mixture was extracted with ethyl acetate, and the combined organic extracts were dried over sodium sulfate ... The reactants are FC(C=1C=C(C=O)C=CC1)(F)F (3-(trifluoromethyl)benzaldehyde), CC(C(C(=O)N[C@H]1CC[C@@H]2CNC[C@@H]21)C2=CC=CC=C2)C (3-Methyl-N-[(3aR,4S,6aS)-octahydrocyclopenta[c]pyrrol-4-yl]-2-phenylbutanamide), C1(CCCCC1)C(C(=O)N[C@H]1CC[C@H]2CNC[C@H]21)C2CCCCC2 (2,2-dicyclohexyl-N-[(3aS,4S,6aR)-octahydrocyclopenta[c]pyrrol-4-yl]acetamide). Product: CC(C(C(=O)N[C@H]1CC[C@@H]2CN(C[C@@H]21)CCCC2=C(C=CC=C2)C)C2=CC=CC=C2)C (3-methyl-N-{(3aR,4S,6aS)-2-[3-(2-methylphenyl)propyl]octahydrocyclopenta[c]pyrrol-4-yl}-2-phenylbutanamide). Reaction SMILES: FC(F)(F)[C:3]1[CH:4]=[C:5]([CH:8]=[CH:9][CH:10]=1)[CH:6]=O.[CH3:13][CH:14]([CH3:33])[CH:15]([C:27]1[CH:32]=[CH:31][CH:30]=[CH:29][CH:28]=1)[C:16]([NH:18][C@@H:19]1[C@@H:26]2[C@@H:22]([CH2:23][NH:24][CH2:25]2)[CH2:21][CH2:20]1)=[O:17].[CH:34]1(C(C2CCCCC2)C(N[C@@H]2[C@H]3[C@H](CNC3)CC2)=O)[CH2:39]CCC[CH2:35]1>>[CH3:13][CH:14]([CH3:33])[CH:15]([C:27]1[CH:28]=[CH:29][CH:30]=[CH:31][CH:32]=1)[C:16]([NH:18][C@@H:19]1[C@@H:26]2[C@@H:22]([CH2:23][N:24]([CH2:35][CH2:34][CH2:39][C:4]3[CH:3]=[CH:10][CH:9]=[CH:8][C:5]=3[CH3:6])[CH2:25]2)[CH2:21][CH2:20]1)=[O:17]. Procedure: The title compound was prepared by substituting 3-o-tolylpropanal for 3-(trifluoromethyl)benzaldehyde and 3-methyl-N-[(3aR,4S,6aS)-octahydrocyclopenta[c]pyrrol-4-yl]-2-phenylbutanamide from Example 83 Step A for 2,2-dicyclohexyl-N-[(3aS,4S,6aR)-octahydrocyclopenta[c]pyrrol-4-yl]acetamide in the procedure described for Example 54: 1H NMR (500 MHz, pyridine-d5) δ ppm 8.57 (dd, J=7.2, 14.2, 1H), 7.68-7.62 (m, 2H), 7.34 (t, J=7.5, 2H), 7.29-7.23 (m, 2H), 7.23-7.22 (m, 1H), 7.17 (dd, J=2.6, 3.9, 2H),... The reactants are ClC1=CC=C(C=C1)C1=CC=C(C=C1)NC(\C=C\C1=CC=C(C=C1)CCl)=O ((E)-N-(4′-chlorobiphenyl-4-yl)-3-(4-chloromethylphenyl)acrylamide), C[C@@H]1CNC[C@@H](C1)C (cis-3,5-dimethylpiperidine). Product: ClC1=CC=C(C=C1)C1=CC=C(C=C1)NC(\C=C\C1=CC=C(C=C1)CN1C[C@H](C[C@H](C1)C)C)=O ((E)-N-(4′-chlorobiphenyl-4-yl)-3-[4-(cis-3,5-dimethylpiperidin-1-ylmethyl)phenyl]acrylamide). Reaction SMILES: [Cl:1][C:2]1[CH:7]=[CH:6][C:5]([C:8]2[CH:13]=[CH:12][C:11]([NH:14][C:15](=[O:26])/[CH:16]=[CH:17]/[C:18]3[CH:23]=[CH:22][C:21]([CH2:24]Cl)=[CH:20][CH:19]=3)=[CH:10][CH:9]=2)=[CH:4][CH:3]=1.[CH3:27][C@H:28]1[CH2:33][C@@H:32]([CH3:34])[CH2:31][NH:30][CH2:29]1>>[Cl:1][C:2]1[CH:3]=[CH:4][C:5]([C:8]2[CH:13]=[CH:12][C:11]([NH:14][C:15](=[O:26])/[CH:16]=[CH:17]/[C:18]3[CH:19]=[CH:20][C:21]([CH2:24][N:30]4[CH2:31][C@H:32]([CH3:34])[CH2:33][C@H:28]([CH3:27])[CH2:29]4)=[CH:22][CH:23]=3)=[CH:10][CH:9]=2)=[CH:6][CH:7]=1. Procedure: Prepared analogously to Example 1.2.c. from (E)-N-(4′-chlorobiphenyl-4-yl)-3-(4-chloromethylphenyl)acrylamide and cis-3,5-dimethylpiperidine. Yield: 30 mg (30% of theory); melting point: 217° C.-218° C.; C29H31ClN2O (M=459.03); calc.: molecular ion peak (M+H)+: 459/461; found: molecular ion peak (M+H)+: 459/461.